This data is from the Open Reaction Database (ORD), a public repository of structured organic reaction records. The task is: describe an organic reaction: reactants, conditions, products, and yield Reactants: CC(=O)[O-], CC#N, Cl, FC(F)(F)c1cccc(CCl)c1, Nc1cccc(S(=O)(=O)O)c1, [Na+], O, O, O, O. The product is O=S(=O)(O)c1cccc(NCc2cccc(C(F)(F)F)c2)c1. As a reaction SMILES: [C:15]([O-:16])(=[O:17])[CH3:18].[CH3:34][C:35]#[N:36].[ClH:32].[F:20][C:21]([c:22]1[cH:23][c:24]([CH2:25][Cl:26])[cH:27][cH:28][cH:29]1)([F:30])[F:31].[NH2:1][c:2]1[cH:3][cH:4][cH:5][c:6]([S:8]([OH:9])(=[O:10])=[O:11])[cH:7]1.[Na+:19].[OH2:12].[OH2:13].[OH2:14].[OH2:33]>>[NH:1]([c:2]1[cH:3][cH:4][cH:5][c:6]([S:8]([OH:9])(=[O:10])=[O:11])[cH:7]1)[CH2:25][c:24]1[cH:23][c:22]([C:21]([F:20])([F:30])[F:31])[cH:29][cH:28][cH:27]1. Reactants: C1CCOC1, COC(=O)C(NS(=O)(=O)c1ccc(-c2ccc(NC(=O)c3oc4cccc(-c5ccncc5)c4c3C)cc2)cc1)C(C)C, [Li+], [OH-]. Yields the product Cc1c(C(=O)Nc2ccc(-c3ccc(S(=O)(=O)NC(C(=O)O)C(C)C)cc3)cc2)oc2cccc(-c3ccncc3)c12. RXN SMILES: [CH2:46]1[O:47][CH2:48][CH2:49][CH2:50]1.[CH3:1][O:2][C:3]([CH:4]([CH:5]([CH3:6])[CH3:7])[NH:8][S:9](=[O:10])(=[O:11])[c:12]1[cH:13][cH:14][c:15](-[c:18]2[cH:19][cH:20][c:21]([NH:24][C:25](=[O:26])[c:27]3[o:28][c:29]4[c:30]([c:31]3[CH3:32])[c:33](-[c:37]3[cH:38][cH:39][n:40][cH:41][cH:42]3)[cH:34][cH:35][cH:36]4)[cH:22][cH:23]2)[cH:16][cH:17]1)=[O:43].[Li+:45].[OH-:44]>>[O:2]=[C:3]([CH:4]([CH:5]([CH3:6])[CH3:7])[NH:8][S:9](=[O:10])(=[O:11])[c:12]1[cH:13][cH:14][c:15](-[c:18]2[cH:19][cH:20][c:21]([NH:24][C:25](=[O:26])[c:27]3[o:28][c:29]4[c:30]([c:31]3[CH3:32])[c:33](-[c:37]3[cH:38][cH:39][n:40][cH:41][cH:42]3)[cH:34][cH:35][cH:36]4)[cH:22][cH:23]2)[cH:16][cH:17]1)[OH:43]. Starting materials: C(C)(C)(C)C=1NC(=C(N1)C1=CC=C2C(=N1)N(C(=N2)N)CC(C)(C)C)C2=C(C=C(C=C2)F)F (5-[2-tert-butyl-5-(2,4-difluoro-phenyl)-1H-imidazol-4-yl]-3-(2,2-dimethyl-propyl)-3H-imidazo[4,5-b]pyridin-2-ylamine), CS(=O)(=O)O (methanesulfonic acid). The solvent is CO (MeOH), CO (MeOH). Conditions: time 30 minute. The product is CS(=O)(=O)O.C(C)(C)(C)C=1NC(=C(N1)C1=CC=C2C(=N1)N(C(=N2)N)CC(C)(C)C)C2=C(C=C(C=C2)F)F (5-[2-tert-Butyl-5-(2,4-difluoro-phenyl)-1H-imidazol-4-yl]-3-(2,2-dimethyl-propyl)-3H-imidazo[4,5-b]pyridin-2-ylamine methanesulfonate). Yield: 93.5%. Reaction SMILES: [C:1]([C:5]1[NH:6][C:7]([C:25]2[CH:30]=[CH:29][C:28]([F:31])=[CH:27][C:26]=2[F:32])=[C:8]([C:10]2[N:15]=[C:14]3[N:16]([CH2:20][C:21]([CH3:24])([CH3:23])[CH3:22])[C:17]([NH2:19])=[N:18][C:13]3=[CH:12][CH:11]=2)[N:9]=1)([CH3:4])([CH3:3])[CH3:2].[CH3:33][S:34]([OH:37])(=[O:36])=[O:35]>CO>[CH3:33][S:34]([OH:37])(=[O:36])=[O:35].[C:1]([C:5]1[NH:6][C:7]([C:25]2[CH:30]=[CH:29][C:28]([F:31])=[CH:27][C:26]=2[F:32])=[C:8]([C:10]2[N:15]=[C:14]3[N:16]([CH2:20][C:21]([CH3:24])([CH3:23])[CH3:22])[C:17]([NH2:19])=[N:18][C:13]3=[CH:12][CH:11]=2)[N:9]=1)([CH3:2])([CH3:3])[CH3:4] |f:3.4|. Procedure: Mix 5-[2-tert-butyl-5-(2,4-difluoro-phenyl)-1H-imidazol-4-yl]-3-(2,2-dimethyl-propyl)-3H-imidazo[4,5-b]pyridin-2-ylamine (11.55 g, 26.33 mmol) in MeOH (150 mL), and then add a solution of methanesulfonic acid (2.53 g, 26.33 mmol) in MeOH (10 mL) dropwise. Stir the resulting reaction mixture at room temperature for 20 minutes, then concentrate under reduced pressure. Slurry the residue in Et2O, then filter and wash with fresh Et2O. Dry the resulting solid in a drying oven at room temperature unde...